From a dataset of the Open Reaction Database (ORD), a public repository of structured organic reaction records. describe an organic reaction: reactants, conditions, products, and yield Reactants: ClC1=CC(=C(C2=CC=CC=C12)O)CN(C)C (4-chloro-2-(dimethylaminomethyl)-1-naphthol), [H][H] (hydrogen). The reagents and catalysts are [Pd] (Pd-C). Solvent: C(C)O (ethanol). Product: CC1=C(C2=CC=CC=C2C=C1)O (2-methyl-1-naphthol). Isolated yield 95.0%. RXN SMILES: Cl[C:2]1[C:11]2[C:6](=[CH:7][CH:8]=[CH:9][CH:10]=2)[C:5]([OH:12])=[C:4]([CH2:13]N(C)C)[CH:3]=1.[H][H]>C(O)C.[Pd]>[CH3:13][C:4]1[CH:3]=[CH:2][C:11]2[C:6](=[CH:7][CH:8]=[CH:9][CH:10]=2)[C:5]=1[OH:12]. Procedure: A mixture of 14.18 g (60 m mole) 4-chloro-2-(dimethylaminomethyl)-1-naphthol (13) and 1.43 g 10% Pd-C in 240 ml ethanol was hydrogenated at 50 psi hydrogen atmosphere for 17 hours at room temperature then filtered over a layer of Celite. The filtrate was concentrated under reduced pressure. The residue was partitioned between water and ethyl acetate. The organic layer was washed with water and brine, dried over anhydrous sodium sulfate and evaporated, whereby 8.99 g (representing a yield of 95%)... Starting materials: N(=[N+]=[N-])C=1C[C@H]2N(C1C(=O)OCC1=CC=C(C=C1)[N+](=O)[O-])C([C@@H]2[C@@H](C)O)=O (p-nitrobenzyl (5R,6S)-2-azido-6-[(R)-1-hydroxyethyl]-carbapen-2-em-3-carboxylate), O1CCC=C1 (2,3-dihydrofuran), C([O-])(O)=O.[Na+] (sodium bicarbonate). Run in O1CCCC1 (tetrahydrofuran). The product is O[C@H](C)[C@@H]1[C@@H]2N(C(=C(C2)N2N=NC(=C2)CCO)C(=O)OCC2=CC=C(C=C2)[N+](=O)[O-])C1=O (p-nitrobenzyl (5R,6S)-6-[(R)-1-hydroxyethyl]-2-[4-(2-hydroxyethyl)-1,2,3-triazol-1-yl]carbapen-2-em-3-carboxylate). Reaction SMILES: [N:1]([C:4]1[CH2:5][C@@H:6]2[C@@H:23]([C@H:24]([OH:26])[CH3:25])[C:22](=[O:27])[N:7]2[C:8]=1[C:9]([O:11][CH2:12][C:13]1[CH:18]=[CH:17][C:16]([N+:19]([O-:21])=[O:20])=[CH:15][CH:14]=1)=[O:10])=[N+:2]=[N-:3].[O:28]1[CH:32]=[CH:31][CH2:30][CH2:29]1.C(=O)(O)[O-].[Na+]>O1CCCC1>[OH:26][C@@H:24]([C@H:23]1[C:22](=[O:27])[N:7]2[C:8]([C:9]([O:11][CH2:12][C:13]3[CH:14]=[CH:15][C:16]([N+:19]([O-:21])=[O:20])=[CH:17][CH:18]=3)=[O:10])=[C:4]([N:1]3[CH:32]=[C:31]([CH2:30][CH2:29][OH:28])[N:3]=[N:2]3)[CH2:5][C@H:6]12)[CH3:25] |f:2.3|. Reported procedure: A mixture of p-nitrobenzyl (5R,6S)-2-azido-6-[(R)-1-hydroxyethyl]-carbapen-2-em-3-carboxylate (75 mg, 0.2 mmol) and 2,3-dihydrofuran (0.25 ml) in anhydrous tetrahydrofuran (5 ml) containing excess sodium bicarbonate is kept at 4° C. for 1 week. The mixture is filtered and the filtrate evaporated under vacuum. The residue is purified by preparative thin layer chromatography on silica gel to afford p-nitrobenzyl (5R,6S)-6-[(R)-1-hydroxyethyl]-2-[4-(2-hydroxyethyl)-1,2,3-triazol-1-yl]carbapen-2-em-... The reactants are C(C)(=O)N1CCN(CC1)CCCOC1=CC=C(C=C1)C1CCN(CC1)C=1CCC=2N(N1)C(=NN2)C(F)(F)F (6-[4-[4-[3-(4-acetylpiperazin-1-yl)propoxy]phenyl]piperidin-1-yl]-3-(trifluoromethyl)-7,8-dihydro[1,2,4]triazolo[4,3-b]pyridazine), CS(=O)(=O)Cl (methanesulfonyl chloride). The product is CS(=O)(=O)N1CCN(CC1)CCCOC1=CC=C(C=C1)C1CCN(CC1)C=1CCC=2N(N1)C(=NN2)C(F)(F)F (6-[4-(4-{3-[4-(methylsulfonyl)piperazin-1-yl]propoxy}phenyl)piperidin-1-yl]-3-(trifluoromethyl)-7,8-dihydro[1,2,4]triazolo[4,3-b]pyridazine). The yield is 24.0%. RXN SMILES: C([N:4]1[CH2:9][CH2:8][N:7]([CH2:10][CH2:11][CH2:12][O:13][C:14]2[CH:19]=[CH:18][C:17]([CH:20]3[CH2:25][CH2:24][N:23]([C:26]4[CH2:27][CH2:28][C:29]5[N:30]([C:32]([C:35]([F:38])([F:37])[F:36])=[N:33][N:34]=5)[N:31]=4)[CH2:22][CH2:21]3)=[CH:16][CH:15]=2)[CH2:6][CH2:5]1)(=O)C.[CH3:39][S:40](Cl)(=[O:42])=[O:41]>>[CH3:39][S:40]([N:4]1[CH2:9][CH2:8][N:7]([CH2:10][CH2:11][CH2:12][O:13][C:14]2[CH:19]=[CH:18][C:17]([CH:20]3[CH2:21][CH2:22][N:23]([C:26]4[CH2:27][CH2:28][C:29]5[N:30]([C:32]([C:35]([F:36])([F:37])[F:38])=[N:33][N:34]=5)[N:31]=4)[CH2:24][CH2:25]3)=[CH:16][CH:15]=2)[CH2:6][CH2:5]1)(=[O:42])=[O:41]. Procedure details: Obtained in 24% yield by an analogous method to Example 26, starting from 6-[4-[4-[3-(piperazin-1-yl)propoxy]phenyl]piperidin-1-yl]-3-(trifluoromethyl)-7,8-dihydro-[1,2,4]triazolo[4,3-b]pyridazine (obtained as described in Example 4.1, preparation of starting materials) and methanesulfonyl chloride. The reactants are CCOC(=O)c1ccc(Cl)nc1C(F)(F)F, [Li+], C1CCOC1, [OH-]. Product: O=C(O)c1ccc(Cl)nc1C(F)(F)F. Reaction SMILES: [Cl:1][c:2]1[cH:3][cH:4][c:5]([C:12](=[O:13])[O:14][CH2:15][CH3:16])[c:6]([C:8]([F:9])([F:10])[F:11])[n:7]1.[Li+:17].[O:19]1[CH2:20][CH2:21][CH2:22][CH2:23]1.[OH-:18]>>[Cl:1][c:2]1[cH:3][cH:4][c:5]([C:12](=[O:13])[OH:14])[c:6]([C:8]([F:9])([F:10])[F:11])[n:7]1. Product: C(C)(=O)NC1=NC=C(C=C1F)Cl (2-acetylamino-5-chloro-3-fluoropyridine). Reaction conditions: temperature 50 celsius, time 1.5 hour. As a reaction SMILES: [C:1]([NH2:4])(=[O:3])[CH3:2].CC(C)([O-])C.[K+].[Cl:11][C:12]1[CH:13]=[C:14]([F:19])[C:15](F)=[N:16][CH:17]=1.[Cl-].[NH4+]>CN(C=O)C.C(OCC)(=O)C.O>[C:1]([NH:4][C:15]1[C:14]([F:19])=[CH:13][C:12]([Cl:11])=[CH:17][N:16]=1)(=[O:3])[CH3:2] |f:1.2,4.5|. The solvent is O (water), C(C)(=O)OCC (ethyl acetate), CN(C)C=O (DMF), CN(C)C=O (DMF). Reactants: [Cl-].[NH4+] (ammonium chloride), ClC=1C=C(C(=NC1)F)F (5-chloro-2,3-difluoropyridine), C(C)(=O)N (acetamide), CC(C)([O-])C.[K+] (potassium t-butoxide). The yield is 56.7%. Procedure: Under a nitrogen atmosphere, a suspension of acetamide (620 mg, 10.5 mmol) and potassium t-butoxide (1.01 g, 10.5 mmol) in DMF (4.5 mL) was heated to 50° C. and stirred for 1.5 hours. It was cooled to 0° C., 5-chloro-2,3-difluoropyridine (450 mg, 3.0 mmol) was added dropwise, DMF (0.45 mL) was further added, and the mixture was stirred at that temperature for 2.5 hours. A saturated ammonium chloride aqueous solution (4.5 mL) and water (4.5 mL) were added to the reaction mixture in that order, an... Reactants: Brc1cncnc1, CO, Oc1ccc(-c2nnc(Nc3cccc(C(F)(F)F)c3)o2)cc1, [K+], [K+], O=C([O-])[O-], CN(C)C=O. As a reaction SMILES: [Br:24][c:25]1[cH:26][n:27][cH:28][n:29][cH:30]1.[CH3:42][OH:43].[F:1][C:2]([c:3]1[cH:4][c:5]([NH:9][c:10]2[n:11][n:12][c:13](-[c:15]3[cH:16][cH:17][c:18]([OH:21])[cH:19][cH:20]3)[o:14]2)[cH:6][cH:7][cH:8]1)([F:22])[F:23].[K+:31].[K+:32].[O-:33][C:34]([O-:35])=[O:36].[O:37]=[CH:38][N:39]([CH3:40])[CH3:41]>>[F:1][C:2]([c:3]1[cH:4][c:5]([NH:9][c:10]2[n:11][n:12][c:13](-[c:15]3[cH:16][cH:17][c:18]([O:21][c:25]4[cH:26][n:27][cH:28][n:29][cH:30]4)[cH:19][cH:20]3)[o:14]2)[cH:6][cH:7][cH:8]1)([F:22])[F:23]. Yields the product FC(F)(F)c1cccc(Nc2nnc(-c3ccc(Oc4cncnc4)cc3)o2)c1. Reactants: C(C)(CC)[Li] (sec-butyl lithium), FC=1C=CC=C2C=CN(C12)[Si](C(C)C)(C(C)C)C(C)C (7-Fluoro-1-(triisopropylsilyl)-1H-indole), C(C)(C)OB1OC(C(O1)(C)C)(C)C (2-Isopropoxy-4,4,5,5-tetramethyl-1,3,2-dioxaborolane). Solvent: C1CCOC1 (THF). Conditions: temperature -75 celsius, time 2 hour. Yields the product FC=1C(=CC=C2C=CN(C12)[Si](C(C)C)(C(C)C)C(C)C)B1OC(C(O1)(C)C)(C)C (7-Fluoro-6-(4,4,5,5-tetramethyl-1,3,2-dioxaborolan-2-yl)-1-(triisopropylsilyl)-1H-indole). Yield: 71.9%. As a reaction SMILES: [F:1][C:2]1[CH:3]=[CH:4][CH:5]=[C:6]2[C:10]=1[N:9]([Si:11]([CH:18]([CH3:20])[CH3:19])([CH:15]([CH3:17])[CH3:16])[CH:12]([CH3:14])[CH3:13])[CH:8]=[CH:7]2.C([Li])(CC)C.C(O[B:30]1[O:34][C:33]([CH3:36])([CH3:35])[C:32]([CH3:38])([CH3:37])[O:31]1)(C)C>C1COCC1>[F:1][C:2]1[C:3]([B:30]2[O:34][C:33]([CH3:36])([CH3:35])[C:32]([CH3:38])([CH3:37])[O:31]2)=[CH:4][CH:5]=[C:6]2[C:10]=1[N:9]([Si:11]([CH:15]([CH3:17])[CH3:16])([CH:18]([CH3:20])[CH3:19])[CH:12]([CH3:13])[CH3:14])[CH:8]=[CH:7]2. Procedure: 7-Fluoro-1-(triisopropylsilyl)-1H-indole (4.0 g, 14 mmol) (Prepared according to M. Schlosser, et al, Eur. J. Org. Chem. 2006, 2956-2969) was dissolved in 30 mL dry THF, cooled to −75° C., treated in portions with sec-butyl lithium (10 mL, 1.4 M, 14 mmol) and stirred for 2 h at −75° C. 2-Isopropoxy-4,4,5,5-tetramethyl-1,3,2-dioxaborolane (3.0 mL, 2.7 g, 14 mmol) was added in portions and the mixture was stirred for 1 h at −75° C. The cooling was removed and the temperature was allowed to rise to...